The task is: describe an organic reaction: reactants, conditions, products, and yield. This data is from the Open Reaction Database (ORD), a public repository of structured organic reaction records. Reactants: CS(=O)(=O)OCCCOC1=C(C=C(C=C1)C1=CC2=C(C(=N1)C#N)N=CN2C)C(F)(F)F (3-(4-(4-cyano-1-methyl-1H-imidazo[4,5-c]pyridin-6-yl)-2-(trifluoromethyl)phenoxy)propyl methanesulfonate), CN (methylamine), C(Cl)Cl.C(Cl)Cl.CO (DCM DCM MeOH). Run in C1CCOC1 (THF), CN1CCCC1=O (NMP), CO (MeOH), CO (MeOH). Conditions: temperature 100 celsius. Product: CN1C=NC=2C(=NC(=CC21)C2=CC(=C(C=C2)OCCCNC)C(F)(F)F)C#N (1-methyl-6-(4-(3-(methylamino)propoxy)-3-(trifluoromethyl)phenyl)-1H-imidazo[4,5-c]pyridine-4-carbonitrile). RXN SMILES: CS(O[CH2:6][CH2:7][CH2:8][O:9][C:10]1[CH:15]=[CH:14][C:13]([C:16]2[N:21]=[C:20]([C:22]#[N:23])[C:19]3[N:24]=[CH:25][N:26]([CH3:27])[C:18]=3[CH:17]=2)=[CH:12][C:11]=1[C:28]([F:31])([F:30])[F:29])(=O)=O.[CH3:32][NH2:33].C(Cl)Cl.C(Cl)Cl.CO>C1COCC1.CN1C(=O)CCC1.CO>[CH3:27][N:26]1[C:18]2[CH:17]=[C:16]([C:13]3[CH:14]=[CH:15][C:10]([O:9][CH2:8][CH2:7][CH2:6][NH:33][CH3:32])=[C:11]([C:28]([F:31])([F:29])[F:30])[CH:12]=3)[N:21]=[C:20]([C:22]#[N:23])[C:19]=2[N:24]=[CH:25]1 |f:2.3.4|. Procedure details: A mixture of 3-(4-(4-cyano-1-methyl-1H-imidazo[4,5-c]pyridin-6-yl)-2-(trifluoromethyl)phenoxy)propyl methanesulfonate (1.5 g) and methylamine in THF (2M, 8.25 ml) in NMP (12 ml) was heated at 100° C. under microwave conditions for 30 minutes. The mixture was then columned on silica gel using DCM-DCM-MeOH (19:1) then MeOH-2M ammonia in MeOH as eluant to give the expected product (757 mg). 1H NMR (CD3OD) δ: 8.43 (s, 1H), 8.31-8.40 (m, 3H), 7.31 (d, 1H), 4.26 (t, 2H), 4.02 (s, 3H), 2.80 (t, 2H), 2.... Starting materials: CC1(C(NC(N1)=O)=O)C (5,5-dimethyl-hydantoin), [N+](=O)([O-])C1=C(C=C(C=C1)Cl)C(F)(F)F (2-nitro-5-chloro trifluoromethylbenzene). Reagents/catalysts: [Cu] (copper). Run in C(C)O (ethanol), C(C)O (ethanol). Reaction conditions: temperature 200 celsius. The product is FC(C=1C=C(C=CC1[N+](=O)[O-])N1C(NC(C1=O)(C)C)=O)(F)F (1-(3'-trifluoromethyl-4'-nitrophenyl)-4,4-dimethyl-imidazoline-2,5-dione). As a reaction SMILES: [CH3:1][C:2]1([CH3:9])[NH:6][C:5](=[O:7])[NH:4][C:3]1=[O:8].[N+:10]([C:13]1[CH:18]=[CH:17][C:16](Cl)=[CH:15][C:14]=1[C:20]([F:23])([F:22])[F:21])([O-:12])=[O:11]>C(O)C.[Cu]>[F:21][C:20]([F:22])([F:23])[C:14]1[CH:15]=[C:16]([N:4]2[C:3](=[O:8])[C:2]([CH3:9])([CH3:1])[NH:6][C:5]2=[O:7])[CH:17]=[CH:18][C:13]=1[N+:10]([O-:12])=[O:11]. Reported procedure: 71.5 grams of copper in powder form were added to 96.10 grams of 5,5-dimethyl-hydantoin and 170.86 grams of 2-nitro-5-chloro trifluoromethylbenzene. The mixture was heated to 200° C. for about 21 hours, the pressure being maintained at 450 millibars, then, was cooled to 20° C. and taken up in 480 ml of ethanol. The product was characterized and determined by thin layer chromatography of the ethanol solution. The reactants are CC(C)CC1CCCC(CC(C)C)C1O, [H][H], [Ni]. The product is CC(C)CC1CCCC(CC(C)C)C1. As a reaction SMILES: [CH2:1]([CH:2]([CH3:3])[CH3:4])[CH:5]1[CH:6]([OH:15])[CH:7]([CH2:11][CH:12]([CH3:13])[CH3:14])[CH2:8][CH2:9][CH2:10]1.[H:16][H:17].[Ni:18]>>[CH2:1]([CH:2]([CH3:3])[CH3:4])[CH:5]1[CH2:6][CH:7]([CH2:11][CH:12]([CH3:13])[CH3:14])[CH2:8][CH2:9][CH2:10]1. The reactants are COC(=O)c1ncc(CNC=O)nc1Nc1ccc([Si](C)(C)C)cc1F, CCOC(C)=O, ClCCl, O=C1CCC(=O)N1Br. Product: COC(=O)c1ncc(CNC=O)nc1Nc1ccc(Br)cc1F. RXN SMILES: [CH3:1][O:2][C:3](=[O:4])[c:5]1[n:6][cH:7][c:8]([CH2:23][NH:24][CH:25]=[O:26])[n:9][c:10]1[NH:11][c:12]1[c:13]([F:22])[cH:14][c:15]([Si:18]([CH3:19])([CH3:20])[CH3:21])[cH:16][cH:17]1.[CH3:38][CH2:39][O:40][C:41](=[O:42])[CH3:43].[Cl:35][CH2:36][Cl:37].[O:27]=[C:28]1[N:29]([Br:34])[C:30](=[O:31])[CH2:32][CH2:33]1>>[CH3:1][O:2][C:3](=[O:4])[c:5]1[n:6][cH:7][c:8]([CH2:23][NH:24][CH:25]=[O:26])[n:9][c:10]1[NH:11][c:12]1[c:13]([F:22])[cH:14][c:15]([Br:34])[cH:16][cH:17]1. Reactants: COC(=O)C(CC(=O)N1CCC(N2CCc3ccccc3NC2=O)CC1)Cc1cc(C)c(OCc2ccccc2)c(OC)c1, [Li+], [OH-]. Product: COc1cc(CC(CC(=O)N2CCC(N3CCc4ccccc4NC3=O)CC2)C(=O)O)cc(C)c1OCc1ccccc1. RXN SMILES: [CH3:1][O:2][C:3]([CH:4]([CH2:5][C:6]([N:7]1[CH2:8][CH2:9][CH:10]([N:13]2[C:14](=[O:24])[NH:15][c:16]3[c:17]([cH:20][cH:21][cH:22][cH:23]3)[CH2:18][CH2:19]2)[CH2:11][CH2:12]1)=[O:25])[CH2:26][c:27]1[cH:28][c:29]([O:42][CH3:43])[c:30]([O:34][CH2:35][c:36]2[cH:37][cH:38][cH:39][cH:40][cH:41]2)[c:31]([CH3:33])[cH:32]1)=[O:44].[Li+:46].[OH-:45]>>[O:2]=[C:3]([CH:4]([CH2:5][C:6]([N:7]1[CH2:8][CH2:9][CH:10]([N:13]2[C:14](=[O:24])[NH:15][c:16]3[c:17]([cH:20][cH:21][cH:22][cH:23]3)[CH2:18][CH2:19]2)[CH2:11][CH2:12]1)=[O:25])[CH2:26][c:27]1[cH:28][c:29]([O:42][CH3:43])[c:30]([O:34][CH2:35][c:36]2[cH:37][cH:38][cH:39][cH:40][cH:41]2)[c:31]([CH3:33])[cH:32]1)[OH:44].